Dataset: the Open Reaction Database (ORD), a public repository of structured organic reaction records. Task: describe an organic reaction: reactants, conditions, products, and yield Reactants: [Cl-], Cl, O=N[O-], CC1CCc2ccc(N)c3c(=O)c(C(=O)O)cn1c23, [Na+], O. Yields the product CC1CCc2ccc(Cl)c3c(=O)c(C(=O)O)cn1c23. Reaction SMILES: [Cl-:25].[ClH:1].[N:21]([O-:22])=[O:23].[NH2:2][c:3]1[cH:4][cH:5][c:6]2[c:15]3[n:10]([cH:11][c:12]([C:17](=[O:18])[OH:19])[c:13](=[O:16])[c:14]13)[CH:9]([CH3:20])[CH2:8][CH2:7]2.[Na+:24].[OH2:26]>>[Cl:1][c:3]1[cH:4][cH:5][c:6]2[c:15]3[n:10]([cH:11][c:12]([C:17](=[O:18])[OH:19])[c:13](=[O:16])[c:14]13)[CH:9]([CH3:20])[CH2:8][CH2:7]2. Starting materials: O=C([O-])[O-], CCCCC(CC)CBr, CN(C)C=O, Cl, [K+], [K+], COC(=O)c1ccc(O)cc1O. Product: CCCCC(CC)COc1ccc(C(=O)OC)c(O)c1. As a reaction SMILES: [C:13](=[O:14])([O-:15])[O-:16].[CH2:19]([CH3:20])[CH:21]([CH2:22][Br:23])[CH2:24][CH2:25][CH2:26][CH3:27].[CH3:29][N:30]([CH3:31])[CH:32]=[O:33].[ClH:28].[K+:17].[K+:18].[OH:1][c:2]1[c:3]([C:4](=[O:5])[O:6][CH3:7])[cH:8][cH:9][c:10]([OH:12])[cH:11]1>>[OH:1][c:2]1[c:3]([C:4](=[O:5])[O:6][CH3:7])[cH:8][cH:9][c:10]([O:12][CH2:22][CH:21]([CH2:19][CH3:20])[CH2:24][CH2:25][CH2:26][CH3:27])[cH:11]1. Starting materials: CC(C)(C)c1cccc(C2(NS(=O)C(C)(C)C)CCOCC2)c1, Cl. Product: CC(C)(C)c1cccc(C2(N)CCOCC2)c1. As a reaction SMILES: [C:1]([CH3:2])([CH3:3])([CH3:4])[c:5]1[cH:6][c:7]([C:11]2([NH:17][S:18]([C:19]([CH3:20])([CH3:21])[CH3:22])=[O:23])[CH2:12][CH2:13][O:14][CH2:15][CH2:16]2)[cH:8][cH:9][cH:10]1.[ClH:24]>>[C:1]([CH3:2])([CH3:3])([CH3:4])[c:5]1[cH:6][c:7]([C:11]2([NH2:17])[CH2:12][CH2:13][O:14][CH2:15][CH2:16]2)[cH:8][cH:9][cH:10]1.